From a dataset of the Open Reaction Database (ORD), a public repository of structured organic reaction records. describe an organic reaction: reactants, conditions, products, and yield The reactants are C1CCOC1, COC(=O)c1ccc(-c2cc(Cl)c(CC3CCN(N4CCCCC4)C3=O)c(Cl)c2)cc1, [Na+], [OH-]. The product is O=C(O)c1ccc(-c2cc(Cl)c(CC3CCN(N4CCCCC4)C3=O)c(Cl)c2)cc1. Reaction SMILES: [CH2:34]1[O:35][CH2:36][CH2:37][CH2:38]1.[CH3:1][O:2][C:3](=[O:4])[c:5]1[cH:6][cH:7][c:8](-[c:11]2[cH:12][c:13]([Cl:31])[c:14]([CH2:18][CH:19]3[C:20](=[O:30])[N:21]([N:24]4[CH2:25][CH2:26][CH2:27][CH2:28][CH2:29]4)[CH2:22][CH2:23]3)[c:15]([Cl:17])[cH:16]2)[cH:9][cH:10]1.[Na+:33].[OH-:32]>>[O:2]=[C:3]([OH:4])[c:5]1[cH:6][cH:7][c:8](-[c:11]2[cH:12][c:13]([Cl:31])[c:14]([CH2:18][CH:19]3[C:20](=[O:30])[N:21]([N:24]4[CH2:25][CH2:26][CH2:27][CH2:28][CH2:29]4)[CH2:22][CH2:23]3)[c:15]([Cl:17])[cH:16]2)[cH:9][cH:10]1.